From a dataset of the Open Reaction Database (ORD), a public repository of structured organic reaction records. describe an organic reaction: reactants, conditions, products, and yield Starting materials: FC(CCC(=O)OCC)(C(COCCCC1=CC=CC=C1)(F)F)F (Ethyl 4,4,5,5-tetrafluoro-6-(3-phenylpropoxy)hexanoate), FC(CO)(CCC1=CC=CC=C1)F (2,2-Difluoro-4-phenylbutan-1-ol). As a reaction SMILES: [F:1][C:2]([F:24])([C:10]([F:23])([F:22])[CH2:11][O:12][CH2:13][CH2:14][CH2:15][C:16]1[CH:21]=[CH:20][CH:19]=[CH:18][CH:17]=1)[CH2:3][CH2:4][C:5](OCC)=[O:6].FC(F)(CCC1C=CC=CC=1)CO>>[F:1][C:2]([F:24])([C:10]([F:22])([F:23])[CH2:11][O:12][CH2:13][CH2:14][CH2:15][C:16]1[CH:17]=[CH:18][CH:19]=[CH:20][CH:21]=1)[CH2:3][CH2:4][CH2:5][OH:6]. Product: FC(CCCO)(C(COCCCC1=CC=CC=C1)(F)F)F (4,4,5,5-Tetrafluoro-6-(3-phenylpropoxy)hexan-1-ol). Procedure details: Obtained from Intermediate 40 (1.0 g, 2.85 mmol) by the procedure described in Intermediate 2. Purification by column chromatography with silica gel and n-hexane/ethyl acetate (from 10:1 to 5:1) as eluent gave the title compound (0.68 g, 82%) as oil, The yield is 77.4%. Reactants: [Li]C(C)(C)C, COc1ccc(OC(F)(F)F)cc1, C1CCOC1. Product: COc1ccc(OC(F)(F)F)cc1C=O. Reaction SMILES: [C:14]([Li:15])([CH3:16])([CH3:17])[CH3:18].[F:1][C:2]([O:3][c:4]1[cH:5][cH:6][c:7]([O:10][CH3:11])[cH:8][cH:9]1)([F:12])[F:13].[O:19]1[CH2:20][CH2:23][CH2:22][CH2:21]1>>[F:1][C:2]([O:3][c:4]1[cH:5][cH:6][c:7]([O:10][CH3:11])[c:8]([CH:20]=[O:19])[cH:9]1)([F:12])[F:13]. Starting materials: C(CCCCCCCCCC)C1=CC(=C(C(=O)OC2=CC=C(C(=O)OCC3=CC=CC=C3)C=C2)C=C1)C(=O)O (benzyl 4-(4-undecylcarboxybenzoyloxy)benzoate). The reagents and catalysts are [Pd] (Pd/C). The product is C(CCCCCCCCCC)C1=CC(=C(C(=O)OC2=CC=C(C(=O)O)C=C2)C=C1)C(=O)O (4-(4'undecylcarboxybenzoyloxy)benzoic acid). RXN SMILES: [CH2:1]([C:12]1[CH:36]=[CH:35][C:15]([C:16]([O:18][C:19]2[CH:34]=[CH:33][C:22]([C:23]([O:25]CC3C=CC=CC=3)=[O:24])=[CH:21][CH:20]=2)=[O:17])=[C:14]([C:37]([OH:39])=[O:38])[CH:13]=1)[CH2:2][CH2:3][CH2:4][CH2:5][CH2:6][CH2:7][CH2:8][CH2:9][CH2:10][CH3:11]>[Pd]>[CH2:1]([C:12]1[CH:36]=[CH:35][C:15]([C:16]([O:18][C:19]2[CH:34]=[CH:33][C:22]([C:23]([OH:25])=[O:24])=[CH:21][CH:20]=2)=[O:17])=[C:14]([C:37]([OH:39])=[O:38])[CH:13]=1)[CH2:2][CH2:3][CH2:4][CH2:5][CH2:6][CH2:7][CH2:8][CH2:9][CH2:10][CH3:11]. Procedure details: By customary procedures, 3.5 g of benzyl 4-undecylcarboxybenzoate was prepared from 2.3 g of benzyl 4-hydroxybenzoate and 2.5 g of lauric acid chloride, and this ester was catalytically reduced under a hydrogen pressure of 2 kg/cm2 by using Pd/C as the catalyst to obtain 2.8 g of 4-undecylcarboxybenzoic acid. The acid was converted to 4-undecylcarboxybenzoic acid chloride by thionyl chloride and the acid chloride was reacted with 1.8 g of benzyl 4-hydroxybenzoate to form benzyl 4-(4-undecylcarbo...